This data is from the Open Reaction Database (ORD), a public repository of structured organic reaction records. The task is: describe an organic reaction: reactants, conditions, products, and yield The reactants are C(C)NC(=O)C1C(C(C(C1)N1N=NC2=C1N=C(N=C2NC2C(C2)C2=CC=CC=C2)SCCC)O)O (N-Ethyl-2,3-dihydroxy-4-[7-[(2-phenylcyclopropyl)amino]-5-(propylthio)-3H-1,2,3-triazolo[4,5-d]pyrimidin-3-yl]-cyclopentanecarboxamide), C(CC)N (propylamine). The product is OC1C(CC(C1O)N1N=NC2=C1N=C(N=C2NC2C(C2)C2=CC=CC=C2)SCCC)C(=O)NCCC (2,3-Dihydroxy-4-[7-[(2-phenylcyclopropyl)amino]-5-(propylthio)-3H-1,2,3-triazolo[4,5-d]pyrimidin-3-yl]-N-propyl-cyclopentanecarboxamide). RXN SMILES: [CH2:1]([NH:3][C:4]([CH:6]1[CH2:10][CH:9]([N:11]2[C:15]3[N:16]=[C:17]([S:30][CH2:31][CH2:32][CH3:33])[N:18]=[C:19]([NH:20][CH:21]4[CH2:23][CH:22]4[C:24]4[CH:29]=[CH:28][CH:27]=[CH:26][CH:25]=4)[C:14]=3[N:13]=[N:12]2)[CH:8]([OH:34])[CH:7]1[OH:35])=[O:5])[CH3:2].[CH2:36](N)CC>>[OH:35][CH:7]1[CH:8]([OH:34])[CH:9]([N:11]2[C:15]3[N:16]=[C:17]([S:30][CH2:31][CH2:32][CH3:33])[N:18]=[C:19]([NH:20][CH:21]4[CH2:23][CH:22]4[C:24]4[CH:25]=[CH:26][CH:27]=[CH:28][CH:29]=4)[C:14]=3[N:13]=[N:12]2)[CH2:10][CH:6]1[C:4]([NH:3][CH2:1][CH2:2][CH3:36])=[O:5]. Procedure: The subtitle compound was prepared according to the method of example 39, step a) using the product of example 1 step c) and propylamine. The reactants are COC([C@@H](NC([C@@H](NC([C@@H](NC([C@H]1NC(CC1)=O)=O)CC1=CNC=N1)=O)CC1=CNC2=CC=CC=C12)=O)CO)=O (L-Pyroglutamyl-L-histidyl-L-tryptophyl-L-serine methyl ester), [OH-].[Na+] (sodium hydroxide), Cl (hydrochloric acid). Solvent: CO (methanol). Conditions: time 2 hour. Product: N1[C@@H](CCC1=O)C(=O)N[C@@H](CC1=CNC=N1)C(=O)N[C@@H](CC1=CNC2=CC=CC=C12)C(=O)N[C@@H](CO)C(=O)O (L-Pyroglutamyl-L-histidyl-L-tryptophyl-L-serine). RXN SMILES: C[O:2][C:3](=[O:40])[C@H:4]([CH2:38][OH:39])[NH:5][C:6](=[O:37])[C@H:7]([CH2:27][C:28]1[C:36]2[C:31](=[CH:32][CH:33]=[CH:34][CH:35]=2)[NH:30][CH:29]=1)[NH:8][C:9](=[O:26])[C@H:10]([CH2:20][C:21]1[N:25]=[CH:24][NH:23][CH:22]=1)[NH:11][C:12](=[O:19])[C@@H:13]1[CH2:17][CH2:16][C:15](=[O:18])[NH:14]1.[OH-].[Na+].Cl>CO>[NH:14]1[C:15](=[O:18])[CH2:16][CH2:17][C@H:13]1[C:12]([NH:11][C@H:10]([C:9]([NH:8][C@H:7]([C:6]([NH:5][C@H:4]([C:3]([OH:40])=[O:2])[CH2:38][OH:39])=[O:37])[CH2:27][C:28]1[C:36]2[C:31](=[CH:32][CH:33]=[CH:34][CH:35]=2)[NH:30][CH:29]=1)=[O:26])[CH2:20][C:21]1[N:25]=[CH:24][NH:23][CH:22]=1)=[O:19] |f:1.2|. Procedure: A solution of L-pyroglutamyl-L-histidyl-L-tryptophyl-L-serine methyl ester (VI) (0.553 g) in absolute methanol (50 ml) containing sodium hydroxide (40 mg) is stirred at room temperature for 2 hours. The reaction mixture is then neutralized to pH 7.5 with dilute hydrochloric acid and evaporated to dryness. The solid residue is triturated thoroughly in absolute methanol and filtered. The filtrate is evaporated to the tetrapeptide VII.